This data is from the Open Reaction Database (ORD), a public repository of structured organic reaction records. The task is: describe an organic reaction: reactants, conditions, products, and yield Reactants: C(#N)C1=C2C(=NN1COCC[Si](C)(C)C)CN(C2)C(=O)OC(C)(C)C (tert-Butyl 3-cyano-2-{[2-(trimethylsilyl)ethoxy]methyl}-2,6-dihydropyrrolo[3,4-c]pyrazole-5(4H)-carboxylate), Cl (HCl). The solvent is CCO (EtOH). Conditions: temperature 90 celsius. Yields the product N=1NC(=C2C1CNC2)C#N (2,4,5,6-Tetrahydropyrrolo[3,4-c]pyrazole-3-carbonitrile). Reaction SMILES: [C:1]([C:3]1[N:7](COCC[Si](C)(C)C)[N:6]=[C:5]2[CH2:16][N:17](C(OC(C)(C)C)=O)[CH2:18][C:4]=12)#[N:2].Cl>CCO>[N:6]1[NH:7][C:3]([C:1]#[N:2])=[C:4]2[CH2:18][NH:17][CH2:16][C:5]=12. Procedure: To a stirred solution of the product obtained in Step E (250 mg, 0.686 mmol) in EtOH (4 mL) was added 1N HCl (8 mL). The resulting mixture was heated at 90° C. under nitrogen for 3 h. Solvents were removed and the crude product was subjected to column chromatography on a silica gel Biotage 40S® column, eluting with 5 to 14% MeOH (containing 10% conc. NH4OH) in CH2Cl2 to give the title compound. LC-MS: 135.1 (M+H). The reactants are O1CCOC12CCNCC2 (1,4-dioxa-8-azaspiro[4,5]decane), Cl.ClC1=CC=NC=C1 (4-chloropyridine hydrochloride), C([O-])([O-])=O.[K+].[K+] (potassium carbonate). The solvent is C(CC(C)C)O (isoamyl alcohol). Yields the product N1=CC=C(C=C1)N1CCC2(OCCO2)CC1 (8-(4-pyridyl)-1,4-dioxa-8-azaspiro[4,5]decane). RXN SMILES: [O:1]1[C:5]2([CH2:10][CH2:9][NH:8][CH2:7][CH2:6]2)[O:4][CH2:3][CH2:2]1.Cl.Cl[C:13]1[CH:18]=[CH:17][N:16]=[CH:15][CH:14]=1.C(=O)([O-])[O-].[K+].[K+]>C(O)CC(C)C>[N:16]1[CH:17]=[CH:18][C:13]([N:8]2[CH2:9][CH2:10][C:5]3([O:4][CH2:3][CH2:2][O:1]3)[CH2:6][CH2:7]2)=[CH:14][CH:15]=1 |f:1.2,3.4.5|. Reported procedure: A mixture of 1,4-dioxa-8-azaspiro[4,5]decane (51.2 ml), 4-chloropyridine hydrochloride (20 g) and potassium carbonate (18.4 g) in isoamyl alcohol (400 ml) was gently refluxed for 18 hr. The reaction mixture was cooled and filtered. The filtrate was evaporated to give a waxy solid which was triturated with hexane to give 8-(4-pyridyl)-1,4-dioxa-8-azaspiro[4,5]decane (24.16 g) as a colourless solid; NMR (d6 -DMSO) δ1.65-1.70 (4H, m), 3.45-3.55 (4H, m), 3.9 (4H, s), 6.90 (2H, m), 8.15 (2H, m); m/Z ... Procedure: The process according to claim 8, by which 3-isobutyl-cyclohexanone and ethyl pyruvate are condensed without solvent and the condensate formed is heated at 220°-230° C. to give p-isobutyl-hydratropic acid. Reaction SMILES: [CH2:1]([CH:5]1[CH2:10][CH2:9][CH2:8][C:7](=O)[CH2:6]1)[CH:2]([CH3:4])[CH3:3].[C:12]([O:17]CC)(=[O:16])[C:13]([CH3:15])=O>>[CH2:1]([C:5]1[CH:10]=[CH:9][C:8]([CH:13]([CH3:15])[C:12]([OH:17])=[O:16])=[CH:7][CH:6]=1)[CH:2]([CH3:4])[CH3:3]. The reactants are C(C(C)C)C1CC(CCC1)=O (3-isobutyl-cyclohexanone), C(C(=O)C)(=O)OCC (ethyl pyruvate). The product is C(C(C)C)C1=CC=C(C(C(=O)O)C)C=C1 (p-isobutyl-hydratropic acid). Reactants: O=C1CCC(=O)N1Br, CC1CN(C(=O)OC(C)(C)C)CC2Cc3ccc(CO)nc3N12, C1CCOC1. Product: CC1CN(C(=O)OC(C)(C)C)CC2Cc3cc(Br)c(CO)nc3N12. Reaction SMILES: [Br:24][N:25]1[C:26](=[O:27])[CH2:28][CH2:29][C:30]1=[O:31].[C:1]([CH3:2])([CH3:3])([CH3:4])[O:5][C:6](=[O:7])[N:8]1[CH2:9][CH:10]2[CH2:11][c:12]3[cH:13][cH:14][c:15]([CH2:22][OH:23])[n:16][c:17]3[N:18]2[CH:19]([CH3:21])[CH2:20]1.[O:32]1[CH2:33][CH2:34][CH2:35][CH2:36]1>>[C:1]([CH3:2])([CH3:3])([CH3:4])[O:5][C:6](=[O:7])[N:8]1[CH2:9][CH:10]2[CH2:11][c:12]3[cH:13][c:14]([Br:24])[c:15]([CH2:22][OH:23])[n:16][c:17]3[N:18]2[CH:19]([CH3:21])[CH2:20]1. Reactants: COC=1C=C(C=CC1OC)C=1NC2=CC=CC=C2C1CCN (2-[2-(3,4-dimethoxyphenyl)-1H-indol-3-yl]ethylamine), ClC(=O)OCC1=CC=CC=C1 (benzyl chloroformate), C(C)(C)N(CC)C(C)C (diisopropylethyl amine). Run at temperature 0 celsius, time 40 minute. The product is C(C1=CC=CC=C1)OC(NCCC1=C(NC2=CC=CC=C12)C1=CC(=C(C=C1)OC)OC)=O ([2-[2-(3,4-dimethoxyphenyl)-1H-indol-3-yl]ethyl]carbamic acid benzyl ester). Reaction SMILES: [CH3:1][O:2][C:3]1[CH:4]=[C:5]([C:11]2[NH:12][C:13]3[C:18]([C:19]=2[CH2:20][CH2:21][NH2:22])=[CH:17][CH:16]=[CH:15][CH:14]=3)[CH:6]=[CH:7][C:8]=1[O:9][CH3:10].Cl[C:24]([O:26][CH2:27][C:28]1[CH:33]=[CH:32][CH:31]=[CH:30][CH:29]=1)=[O:25].C(N(C(C)C)CC)(C)C>>[CH2:27]([O:26][C:24](=[O:25])[NH:22][CH2:21][CH2:20][C:19]1[C:18]2[C:13](=[CH:14][CH:15]=[CH:16][CH:17]=2)[NH:12][C:11]=1[C:5]1[CH:6]=[CH:7][C:8]([O:9][CH3:10])=[C:3]([O:2][CH3:1])[CH:4]=1)[C:28]1[CH:33]=[CH:32][CH:31]=[CH:30][CH:29]=1. Procedure details: To a suspension of 2-[2-(3,4-dimethoxyphenyl)-1H-indol-3-yl]ethylamine (150 mg in 1.5 mL methylene chloride) at -78° C. was added benzyl chloroformate (0.08 mL) and diisopropylethyl amine (0.093 mL) and the mixture warmed to 0° C. After 40 minutes, the reaction was quenched by the addition of saturated ammonium chloride, extracted with ethyl acetate and the organic portion dried over sodium sulfate. Purification by flash chromatography on silica gel (hexane:ethyl acetate, 2:1) gave the title com... The reactants are NOS(=O)(=O)C1=C(C=C(C=C1C)C)C (1-Aminooxysulfonyl-2,4,6-trimethylbenzene), ClC1=CC(=C(C2=C1C(NO2)C2=CC=CC=C2)N2C(NC(=CC2=O)C(F)(F)F)=O)F (3-[4-chloro-6-fluoro-3-phenyl-1,2(2H)-benzisoxazol-7-yl]-6-trifluoromethyl-2,4(1H,3H)-pyrimidinedione), C([O-])([O-])=O.[K+].[K+] (potassium carbonate). The solvent is C1CCOC1 (THF). Conditions: time 18 hour. Product: ClC1=CC(=C(C2=C1C(NO2)C2=CC=CC=C2)N2C(N(C(=CC2=O)C(F)(F)F)N)=O)F (3-[4-chloro-6-fluoro-3-phenyl-1,2(2H)-benzisoxazol-7-yl]-1-amino-6-trifluoromethyl-2,4(1H,3H)-pyrimidinedione). Isolated yield 67.8%. Reaction SMILES: [NH2:1]OS(C1C(C)=CC(C)=CC=1C)(=O)=O.[Cl:15][C:16]1[C:21]2[CH:22]([C:25]3[CH:30]=[CH:29][CH:28]=[CH:27][CH:26]=3)[NH:23][O:24][C:20]=2[C:19]([N:31]2[C:36](=[O:37])[CH:35]=[C:34]([C:38]([F:41])([F:40])[F:39])[NH:33][C:32]2=[O:42])=[C:18]([F:43])[CH:17]=1.C(=O)([O-])[O-].[K+].[K+]>C1COCC1>[Cl:15][C:16]1[C:21]2[CH:22]([C:25]3[CH:30]=[CH:29][CH:28]=[CH:27][CH:26]=3)[NH:23][O:24][C:20]=2[C:19]([N:31]2[C:36](=[O:37])[CH:35]=[C:34]([C:38]([F:41])([F:40])[F:39])[N:33]([NH2:1])[C:32]2=[O:42])=[C:18]([F:43])[CH:17]=1 |f:2.3.4|. Reported procedure: 1-Aminooxysulfonyl-2,4,6-trimethylbenzene (0.5 g, 0.002 mole) was added all at once to a stirred solution of 3-[4-chloro-6-fluoro-3-phenyl-1,2(2H)-benzisoxazol-7-yl]-6-trifluoromethyl-2,4(1H,3H)-pyrimidinedione (0.8 g, 0.002 mole) and potassium carbonate (0.4 g, 0.003 mole) in THF (50 mL). Upon completion of addition, the reaction mixture was stirred at ambient temperature for about 18 hours. After this time, the reaction mixture was filtered and the filtrate was concentrated to a residue. The r... As a reaction SMILES: [C:1]([c:2]1[cH:3][cH:4][cH:5][cH:6][cH:7]1)(=[O:8])[O:9][CH2:10][CH:11]1[O:12][C:13](=[O:27])[C:14]([CH3:25])([F:26])[CH:15]1[O:16][C:17]([c:18]1[cH:19][cH:20][cH:21][cH:22][cH:23]1)=[O:24].[CH2:28]1[O:29][CH2:30][CH2:31][CH2:32]1>>[C:1]([c:2]1[cH:3][cH:4][cH:5][cH:6][cH:7]1)(=[O:8])[O:9][CH2:10][CH:11]1[O:12][CH:13]([OH:27])[C:14]([CH3:25])([F:26])[CH:15]1[O:16][C:17]([c:18]1[cH:19][cH:20][cH:21][cH:22][cH:23]1)=[O:24]. Product: CC1(F)C(O)OC(COC(=O)c2ccccc2)C1OC(=O)c1ccccc1. Starting materials: CC1(F)C(=O)OC(COC(=O)c2ccccc2)C1OC(=O)c1ccccc1, C1CCOC1. Starting materials: ( a ), OC1CCN(CC1)C\C=C\COC1=C(C=CC=C1)[N+](=O)[O-] (4-hydroxy-1-[4-(2-nitrophenoxy)-2(E)-butenyl]piperidine), S1C=C(C=C1)C(C1=CSC=C1)Cl (di(3-thienyl)methyl chloride), OC1CCN(CC1)C\C=C/COC1=C(C=CC=C1)[N+](=O)[O-] (4-hydroxy-1-[4-(2-nitrophenoxy)-2(Z)-butenyl]piperidine). The product is S1C=C(C=C1)C(OC1CCN(CC1)C\C=C/COC1=C(C=CC=C1)[N+](=O)[O-])C1=CSC=C1 (4-di(3-thienyl)methoxy-1-[4-(2-nitrophenoxy)-2(Z)-butenyl]piperidine). Procedure details: The procedure of Example 39 (a) was repeated except for using di(3-thienyl)methyl chloride and 4-hydroxy-1-[4-(2-nitrophenoxy)-2(Z)-butenyl]piperidine instead of phenyl-2-thienylmethyl chloride and 4-hydroxy-1-[4-(2-nitrophenoxy)-2(E)-butenyl]piperidine to give oily 4-di(3-thienyl)methoxy-1-[4-(2-nitrophenoxy)-2(Z)-butenyl]piperidine. RXN SMILES: [S:1]1[CH:5]=[CH:4][C:3]([CH:6](Cl)[C:7]2[CH:11]=[CH:10][S:9][CH:8]=2)=[CH:2]1.[OH:13][CH:14]1[CH2:19][CH2:18][N:17]([CH2:20]/[CH:21]=[CH:22]\[CH2:23][O:24][C:25]2[CH:30]=[CH:29][CH:28]=[CH:27][C:26]=2[N+:31]([O-:33])=[O:32])[CH2:16][CH2:15]1.OC1CCN(C/C=C/COC2C=CC=CC=2[N+]([O-])=O)CC1>>[S:1]1[CH:5]=[CH:4][C:3]([CH:6]([C:7]2[CH:11]=[CH:10][S:9][CH:8]=2)[O:13][CH:14]2[CH2:15][CH2:16][N:17]([CH2:20]/[CH:21]=[CH:22]\[CH2:23][O:24][C:25]3[CH:30]=[CH:29][CH:28]=[CH:27][C:26]=3[N+:31]([O-:33])=[O:32])[CH2:18][CH2:19]2)=[CH:2]1.